The task is: describe an organic reaction: reactants, conditions, products, and yield. This data is from the Open Reaction Database (ORD), a public repository of structured organic reaction records. Starting materials: [OH-].[Na+] (sodium hydroxide), FC(C=1C=C(CN(C(C2=CN=C(C=C2C2=C(C=CC=C2)C)N2CCNCC2)=O)C)C=C(C1)C(F)(F)F)(F)F (N-(3,5-Bis-trifluoromethyl-benzyl)-N-methyl-6-piperazin-1-yl-4-o-tolyl-nicotinamide), BrCCO (2-bromo-ethanol), C([O-])([O-])=O.[K+].[K+] (potassium carbonate). Run in C(C)#N (acetonitrile). Conditions: temperature 45 celsius, time 70 hour. Yields the product FC(C=1C=C(CN(C(C2=CN=C(C=C2C2=C(C=CC=C2)C)N2CCN(CC2)CCO)=O)C)C=C(C1)C(F)(F)F)(F)F (N-(3,5-Bis-trifluoromethyl-benzyl)-6-[4-(2-hydroxy-ethyl)-piperazin-1-yl]-N-methyl-4-o-tolyl-nicotinamide). The yield is 78.7%. RXN SMILES: [F:1][C:2]([F:38])([F:37])[C:3]1[CH:4]=[C:5]([CH:30]=[C:31]([C:33]([F:36])([F:35])[F:34])[CH:32]=1)[CH2:6][N:7]([CH3:29])[C:8](=[O:28])[C:9]1[C:14]([C:15]2[CH:20]=[CH:19][CH:18]=[CH:17][C:16]=2[CH3:21])=[CH:13][C:12]([N:22]2[CH2:27][CH2:26][NH:25][CH2:24][CH2:23]2)=[N:11][CH:10]=1.Br[CH2:40][CH2:41][OH:42].C(=O)([O-])[O-].[K+].[K+].[OH-].[Na+]>C(#N)C>[F:38][C:2]([F:37])([F:1])[C:3]1[CH:4]=[C:5]([CH:30]=[C:31]([C:33]([F:35])([F:36])[F:34])[CH:32]=1)[CH2:6][N:7]([CH3:29])[C:8](=[O:28])[C:9]1[C:14]([C:15]2[CH:20]=[CH:19][CH:18]=[CH:17][C:16]=2[CH3:21])=[CH:13][C:12]([N:22]2[CH2:23][CH2:24][N:25]([CH2:40][CH2:41][OH:42])[CH2:26][CH2:27]2)=[N:11][CH:10]=1 |f:2.3.4,5.6|. Reported procedure: A mixture of 100 mg (0.186 mmol) N-(3,5-bis-trifluoromethyl-benzyl)-N-methyl-6-piperazin-1-yl-4-o-tolyl-nicotinamide (Example 53), 0.030 ml (0.42 mmol)2-bromo-ethanol and 46 mg (0.33 mmol) potassium carbonate in 2 ml acetonitrile was stirred at 45° C. for 70 h. After cooling to room temperature 10 ml 1 N sodium hydroxide solution were added. Extraction with 3 15-ml portions of ethyl acetate, drying with sodium sulfate and concentration gave 138 mg of the crude product. Flash column chromatograph... The reactants are CCOC(=O)C=Cc1cc(O)ccc1Br, BrCc1ccccc1, O=C([O-])[O-], [K+], [K+], CN(C)C=O. Product: CCOC(=O)C=Cc1cc(OCc2ccccc2)ccc1Br. RXN SMILES: [Br:1][c:2]1[c:3]([CH:9]=[CH:10][C:11](=[O:12])[O:13][CH2:14][CH3:15])[cH:4][c:5]([OH:8])[cH:6][cH:7]1.[Br:22][CH2:23][c:24]1[cH:25][cH:26][cH:27][cH:28][cH:29]1.[C:16](=[O:17])([O-:18])[O-:19].[K+:20].[K+:21].[O:30]=[CH:31][N:32]([CH3:33])[CH3:34]>>[Br:1][c:2]1[c:3]([CH:9]=[CH:10][C:11](=[O:12])[O:13][CH2:14][CH3:15])[cH:4][c:5]([O:8][CH2:23][c:24]2[cH:25][cH:26][cH:27][cH:28][cH:29]2)[cH:6][cH:7]1. Starting materials: C([O-])([O-])=O.[K+].[K+] (potassium carbonate), C(C)(=O)[O-].C(C)(=O)[O-].C(C)(=O)[O-].C(C)(=O)[O-].[Pb+4] (lead tetraacetate), mercuric diacetate, BrC=1C=CC(=C(C1)B(O)O)CC (5-bromo-2-ethylphenylboronic acid). Reaction conditions: temperature 40 celsius, time 5 minute. Product: C(C)(=O)[O-].C(C)(=O)[O-].C(C)(=O)[O-].BrC=1C=CC(=C(C1)[Pb+3])CC (5-bromo-2-ethylphenyllead triacetate). The yield is 67.2%. Reaction SMILES: [C:1]([O-:4])(=[O:3])[CH3:2].[C:5]([O-:8])(=[O:7])[CH3:6].[C:9]([O-:12])(=[O:11])[CH3:10].C([O-])(=O)C.[Pb+4:17].[Br:18][C:19]1[CH:20]=[CH:21][C:22]([CH2:28][CH3:29])=[C:23](B(O)O)[CH:24]=1.C(=O)([O-])[O-].[K+].[K+]>>[C:1]([O-:4])(=[O:3])[CH3:2].[C:5]([O-:8])(=[O:7])[CH3:6].[C:9]([O-:12])(=[O:11])[CH3:10].[Br:18][C:19]1[CH:20]=[CH:21][C:22]([CH2:28][CH3:29])=[C:23]([Pb+3:17])[CH:24]=1 |f:0.1.2.3.4,6.7.8,9.10.11.12|. Procedure details: To a mixture of lead tetraacetate (13.7 g, 31.00 mmol) and mercuric diacetate (0.47 g, 1.50 mmol), thoroughly flushed with nitrogen, is added anhydrous chloroform (42 ml). This mixture is warmed to 40° C., and 5-bromo-2-ethylphenylboronic acid (6.50 g, 28.00 mmol) is added in one portion and the suspension is heated at this temperature for 5 hours. The mixture is then allowed to cool to room temperature, followed by further cooling to 0° C. then addition of powdered anhydrous potassium carbonate...